Dataset: the Open Reaction Database (ORD), a public repository of structured organic reaction records. Task: describe an organic reaction: reactants, conditions, products, and yield Starting materials: COCCN(CCOC)S(F)(F)F, Cc1ccccc1, ClCCl, [Na+], O=C([O-])O, CC(=NOCCO)c1ccc2nnc(Cc3c(F)cc4ncccc4c3F)n2n1. Product: CC(=NOCCF)c1ccc2nnc(Cc3c(F)cc4ncccc4c3F)n2n1. As a reaction SMILES: [CH3:30][O:31][CH2:32][CH2:33][N:34]([S:35]([F:36])([F:37])[F:40])[CH2:38][CH2:39][O:41][CH3:42].[CH3:51][c:52]1[cH:53][cH:54][cH:55][cH:56][cH:57]1.[Cl:48][CH2:49][Cl:50].[Na+:47].[O-:43][C:44]([OH:45])=[O:46].[OH:1][CH2:2][CH2:3][O:4][N:5]=[C:6]([CH3:7])[c:8]1[cH:9][cH:10][c:11]2[n:12]([n:13]1)[c:14]([CH2:17][c:18]1[c:19]([F:29])[c:20]3[cH:21][cH:22][cH:23][n:24][c:25]3[cH:26][c:27]1[F:28])[n:15][n:16]2>>[CH2:2]([CH2:3][O:4][N:5]=[C:6]([CH3:7])[c:8]1[cH:9][cH:10][c:11]2[n:12]([n:13]1)[c:14]([CH2:17][c:18]1[c:19]([F:29])[c:20]3[cH:21][cH:22][cH:23][n:24][c:25]3[cH:26][c:27]1[F:28])[n:15][n:16]2)[F:40]. The reactants are CC1=C(C(=CC(=C1)OC=1SC=C(N1)C(F)(F)F)C)NC(=S)NC(C)(C)C (N-[2,6-dimethyl-4-(4-trifluoromethylthiazol-2-yloxy)phenyl]-N'-tert-butylthiourea), IC (iodomethane). The solvent is C(C)O (ethanol). The product is CC1=C(C(=CC(=C1)OC=1SC=C(N1)C(F)(F)F)C)NC(SC)=NC(C)(C)C (N-[2,6-dimethyl-4-(4-trifluoromethylthiazol-2-yloxy)phenyl]-N'-tert-butyl-S-methylisothiourea), compound 4.01. RXN SMILES: [CH3:1][C:2]1[CH:7]=[C:6]([O:8][C:9]2[S:10][CH:11]=[C:12]([C:14]([F:17])([F:16])[F:15])[N:13]=2)[CH:5]=[C:4]([CH3:18])[C:3]=1[NH:19][C:20]([NH:22][C:23]([CH3:26])([CH3:25])[CH3:24])=[S:21].I[CH3:28]>C(O)C>[CH3:1][C:2]1[CH:7]=[C:6]([O:8][C:9]2[S:10][CH:11]=[C:12]([C:14]([F:16])([F:17])[F:15])[N:13]=2)[CH:5]=[C:4]([CH3:18])[C:3]=1[NH:19][C:20](=[N:22][C:23]([CH3:26])([CH3:25])[CH3:24])[S:21][CH3:28]. Reported procedure: 5 g of N-[2,6-dimethyl-4-(4-trifluoromethylthiazol-2-yloxy)phenyl]-N'-tert-butylthiourea are heated in 30 ml of ethanol and 2.1 g of iodomethane for 5 hours to 50° C. The alcohol is subsequently removed by evaporation and the residue is taken up in methylene chloride. The methylene chloride solution is washed twice with dilute sodium carbonate solution and dried over sodium sulfate. The solvent is removed by evaporation and the residue is recrystallised from hexane, affording the title compound ... Starting materials: O=C([O-])[O-], Cc1noc2cc(O)ccc12, CCOC(C)=O, N#Cc1cc(F)ccc1F, [K+], [K+]. Yields the product Cc1noc2cc(Oc3ccc(F)cc3C#N)ccc12. RXN SMILES: [C:22](=[O:23])([O-:24])[O-:25].[CH3:1][c:2]1[n:3][o:4][c:5]2[c:6]1[cH:7][cH:8][c:9]([OH:11])[cH:10]2.[CH3:28][CH2:29][O:30][C:31]([CH3:32])=[O:33].[F:12][c:13]1[c:14]([C:15]#[N:16])[cH:17][c:18]([F:21])[cH:19][cH:20]1.[K+:26].[K+:27]>>[CH3:1][c:2]1[n:3][o:4][c:5]2[c:6]1[cH:7][cH:8][c:9]([O:11][c:13]1[c:14]([C:15]#[N:16])[cH:17][c:18]([F:21])[cH:19][cH:20]1)[cH:10]2. Yields the product [Si](C)(C)(C(C)(C)C)O[C@@H]1C=2C(=C(C(=NC2CC(C1)(C)C)C(C)C)[C@@H](O)C1=NC=C(C=C1)C(F)(F)F)C=1CCOCC1 ((R)—((S)-5-(tert-butyldimethylsilyloxy)-4-(3,6-dihydro-2H-pyran-4-yl)-2-isopropyl-7,7-dimethyl-5,6,7,8-tetrahydroquinolin-3-yl)(5-(trifluoromethyl)pyridin-2-yl)methanol). RXN SMILES: [Si:1]([O:8][C@H:9]1[CH2:18][C:17]([CH3:20])([CH3:19])[CH2:16][C:15]2[N:14]=[C:13]([CH:21]([CH3:23])[CH3:22])[C:12]([CH:24]=[O:25])=[C:11]([C:26]3[CH2:27][CH2:28][O:29][CH2:30][CH:31]=3)[C:10]1=2)([C:4]([CH3:7])([CH3:6])[CH3:5])([CH3:3])[CH3:2].Br[C:33]1[CH:38]=[CH:37][C:36]([C:39]([F:42])([F:41])[F:40])=[CH:35][N:34]=1>>[Si:1]([O:8][C@H:9]1[CH2:18][C:17]([CH3:19])([CH3:20])[CH2:16][C:15]2[N:14]=[C:13]([CH:21]([CH3:22])[CH3:23])[C:12]([C@H:24]([C:33]3[CH:38]=[CH:37][C:36]([C:39]([F:42])([F:41])[F:40])=[CH:35][N:34]=3)[OH:25])=[C:11]([C:26]3[CH2:27][CH2:28][O:29][CH2:30][CH:31]=3)[C:10]1=2)([C:4]([CH3:6])([CH3:7])[CH3:5])([CH3:2])[CH3:3]. Procedure: Obtained by starting from (S)-5-(tert-butyldimethylsilyloxy)-4-(3,6-dihydro-2H-pyran-4-yl)-2-isopropyl-7,7-dimethyl-5,6,7,8-tetrahydroquinoline-3-carbaldehyde and 2-bromo-5-(trifluoromethyl)pyridine. Reactants: [Si](C)(C)(C(C)(C)C)O[C@@H]1C=2C(=C(C(=NC2CC(C1)(C)C)C(C)C)C=O)C=1CCOCC1 ((S)-5-(tert-butyldimethylsilyloxy)-4-(3,6-dihydro-2H-pyran-4-yl)-2-isopropyl-7,7-dimethyl-5,6,7,8-tetrahydroquinoline-3-carbaldehyde), BrC1=NC=C(C=C1)C(F)(F)F (2-bromo-5-(trifluoromethyl)pyridine). Starting materials: ClC1=CC(=C(C=C1)[N+](=O)[O-])NC(=O)C(=O)OCC (4-chloro-2-ethoxalylamino-1-nitrobenzene). The reagents and catalysts are [Ni] (Ra-Ni). Solvent: CN(C=O)C (dimethylformamide). Product: ClC=1C=C2NC(C(N(C2=CC1)O)=O)=O (6-chloro-1-hydroxyquinoxaline-2,3(1H,4H)-dione). Yield: 77.3%. RXN SMILES: [Cl:1][C:2]1[CH:7]=[CH:6][C:5]([N+:8]([O-])=[O:9])=[C:4]([NH:11][C:12]([C:14]([O:16]CC)=O)=[O:13])[CH:3]=1>CN(C)C=O.[Ni]>[Cl:1][C:2]1[CH:3]=[C:4]2[C:5](=[CH:6][CH:7]=1)[N:8]([OH:9])[C:14](=[O:16])[C:12](=[O:13])[NH:11]2. Reported procedure: A solution of 2 g (7.3 mmol) 4-chloro-2-ethoxalylamino-1-nitrobenzene in 50 ml dimethylformamide was hydrogenated at atm. pressure by using Ra-Ni (0.2 g) as a catalyst. The reaction mixture was filtered and evaporated in vacuo. The residue was stirred with water to give a crude product. Recrystallization (dimethylformamide-water) gave 1.2 g (78%) 6-chloro-1-hydroxyquinoxaline-2,3(1H,4H)-dione. M.p. >300° C. M.p. >300° C. 1H-NMR (DMSO-d6): 11.8 (2H, broad s), 7.2 (3H, m). MS (m/e): 212 (M+, 60%). Starting materials: C(C)(C)(C)OC(=O)N[C@H](C(=O)N1[C@@H](CC[C@@H]1C)C1=NC2=C(N1)C1=CC3=C(C=C1C=C2)C2=CC=C(C=C2CO3)C3=CN=C(N3)[C@H]3N([C@H](CC3)C)C([C@H](C(C)C)NC(OC)=O)=O)C3(CCOCC3)C (methyl [(2S)-1-{(2S,5S)-2-[5-(2-{(2S,5S)-1-[(2S)-2-[(tert-butoxycarbonyl)amino]-2-(4-methyltetrahydro-2H-pyran-4-yl)acetyl]-5-methylpyrrolidin-2-yl}-1,11-dihydroisochromeno[4′,3′:6,7]naphtho[1,2-d]imidazol-9-yl)-1H-imidazol-2-yl]-5-methylpyrrolidin-1-yl}-3-methyl-1-oxobutan-2-yl]carbamate), Cl (HCl), ClC(=O)OC (methyl chloroformate), C(C)(C)N(CC)C(C)C (diisopropylethylamine). Solvent: ClCCl (dichloromethane), CO (methanol). Conditions: temperature 40 celsius, time 30 minute. Product: COC(=O)N[C@H](C(=O)N1[C@@H](CC[C@@H]1C)C1=NC2=C(N1)C1=CC3=C(C=C1C=C2)C2=CC=C(C=C2CO3)C3=CN=C(N3)[C@H]3N([C@H](CC3)C)C([C@H](C(C)C)NC(OC)=O)=O)C3(CCOCC3)C (methyl [(2S)-1-{(2S,5S)-2-[5-(2-{(2S,5S)-1-[(2S)-2-[(methoxycarbonyl)amino]-2-(4-methyltetrahydro-2H-pyran-4-yl)acetyl]-5-methylpyrrolidin-2-yl}-1,11-dihydroisochromeno[4′,3′:6,7]naphtho[1,2-d]imidazol-9-yl)-1H-imidazol-2-yl]-5-methylpyrrolidin-1-yl}-3-methyl-1-oxobutan-2-yl]carbamate). The yield is 10.1%. As a reaction SMILES: [C:1]([O:5][C:6]([NH:8][C@@H:9]([C:61]1([CH3:67])[CH2:66][CH2:65][O:64][CH2:63][CH2:62]1)[C:10]([N:12]1[C@@H:16]([CH3:17])[CH2:15][CH2:14][C@H:13]1[C:18]1[NH:22][C:21]2[C:23]3[C:28]([CH:29]=[CH:30][C:20]=2[N:19]=1)=[CH:27][C:26]1[C:31]2[C:36]([CH2:37][O:38][C:25]=1[CH:24]=3)=[CH:35][C:34]([C:39]1[NH:43][C:42]([C@@H:44]3[CH2:48][CH2:47][C@H:46]([CH3:49])[N:45]3[C:50](=[O:60])[C@@H:51]([NH:55][C:56](=[O:59])[O:57][CH3:58])[CH:52]([CH3:54])[CH3:53])=[N:41][CH:40]=1)=[CH:33][CH:32]=2)=[O:11])=[O:7])(C)(C)C.Cl.ClC(OC)=O.C(N(C(C)C)CC)(C)C>ClCCl.CO>[CH3:1][O:5][C:6]([NH:8][C@@H:9]([C:61]1([CH3:67])[CH2:62][CH2:63][O:64][CH2:65][CH2:66]1)[C:10]([N:12]1[C@@H:16]([CH3:17])[CH2:15][CH2:14][C@H:13]1[C:18]1[NH:22][C:21]2[C:23]3[C:28]([CH:29]=[CH:30][C:20]=2[N:19]=1)=[CH:27][C:26]1[C:31]2[C:36]([CH2:37][O:38][C:25]=1[CH:24]=3)=[CH:35][C:34]([C:39]1[NH:43][C:42]([C@@H:44]3[CH2:48][CH2:47][C@H:46]([CH3:49])[N:45]3[C:50](=[O:60])[C@@H:51]([NH:55][C:56](=[O:59])[O:57][CH3:58])[CH:52]([CH3:54])[CH3:53])=[N:41][CH:40]=1)=[CH:33][CH:32]=2)=[O:11])=[O:7]. Reported procedure: To as solution of methyl [(2S)-1-{(2S,5S)-2-[5-(2-{(2S,5S)-1-[(2S)-2-[(tert-butoxycarbonyl)amino]-2-(4-methyltetrahydro-2H-pyran-4-yl)acetyl]-5-methylpyrrolidin-2-yl}-1,11-dihydroisochromeno[4′,3′:6,7]naphtho[1,2-d]imidazol-9-yl)-1H-imidazol-2-yl]-5-methylpyrrolidin-1-yl}-3-methyl-1-oxobutan-2-yl]carbamate (0.594 g, 0.648 mmol) in a mixture of dichloromethane (6.4 mL) and methanol (1.2 mL) was added HCl (4M in dioxanes, 2.4 mL, 9.72 mmol). The solution was heated to 40° C. for 1 h and cooled to ... The product is ClC1=C(C=C(C=C1)Cl)C=1OC2=C(N1)C=CC=C2 (2-(2,5-Dichlorophenyl)benzoxazole). Run at time 16 hour. Yield: 47.2%. Reaction SMILES: [Cl:1][C:2]1[CH:10]=[CH:9][C:8]([Cl:11])=[CH:7][C:3]=1[C:4]([OH:6])=O.[NH2:12][C:13]1[CH:18]=[CH:17][CH:16]=[CH:15][C:14]=1O>>[Cl:1][C:2]1[CH:10]=[CH:9][C:8]([Cl:11])=[CH:7][C:3]=1[C:4]1[O:6][C:14]2[CH:15]=[CH:16][CH:17]=[CH:18][C:13]=2[N:12]=1. Procedure details: 2,5-Dichlorobenzoic acid (800 g, 4.2 mol), 2-aminophenol (415 g, 3.8 mol) and polyphosphoric acid (1600 g) were placed in a flask and heated at 180°-190° C. for 2 days. The viscous dark solution was poured onto ice while hot. The solid was collected by filtration and washed with water thoroughly. The solid cake was transferred into a large beaker and stirred with 2 liters of saturated aqueous sodium bicarbonate for 16 hours. The brownish suspension was filtered and washed with water and dried at... Reactants: ClC1=C(C(=O)O)C=C(C=C1)Cl (2,5-Dichlorobenzoic acid), NC1=C(C=CC=C1)O (2-aminophenol), polyphosphoric acid. The reactants are BrCCCCCBr (1,5-dibromopentane), C1(=CC=CC=2CCCCC12)O (5,6,7,8-tetrahydronaphthalen-1-ol), [OH-].[Na+] (sodium hydroxide). The reagents and catalysts are S([O-])(O)(=O)=O.C(CCC)[N+](CCCC)(CCCC)CCCC (tetra-n-butylammonium bisulfate). Run in C(Cl)Cl (methylene chloride), O (water). Product: crude product, BrCCCCCOC1=C2CCCCC2=CC=C1 (5-[(5-Bromopentyl)oxy]-1,2,3,4-tetrahydronaphthalene). Isolated yield 74.8%. RXN SMILES: [C:1]1([OH:11])[C:10]2[CH2:9][CH2:8][CH2:7][CH2:6][C:5]=2[CH:4]=[CH:3][CH:2]=1.[OH-].[Na+].[Br:14][CH2:15][CH2:16][CH2:17][CH2:18][CH2:19]Br>C(Cl)Cl.O.S(=O)(=O)(O)[O-].C([N+](CCCC)(CCCC)CCCC)CCC>[Br:14][CH2:15][CH2:16][CH2:17][CH2:18][CH2:19][O:11][C:1]1[CH:2]=[CH:3][CH:4]=[C:5]2[C:10]=1[CH2:9][CH2:8][CH2:7][CH2:6]2 |f:1.2,6.7|. Reported procedure: The title compound was prepared according to the procedure of Example 7 using 5,6,7,8-tetrahydronaphthalen-1-ol (8 g, 0.054 mol) in methylene chloride (100 ml), sodium hydroxide (4.32 g. 0.108 mol) in water (100 ml), 1,5-dibromopentane (37 g, 0.19 mol) and tetra-n-butylammonium bisulfate (18.3 g, 0.054 mol). Chromatography of the crude product on silica gel using 20% ethyl acetate/hexane as eluent gave 12 g (69%) of the title compound as an oil.